This data is from the Open Reaction Database (ORD), a public repository of structured organic reaction records. The task is: describe an organic reaction: reactants, conditions, products, and yield Reactants: M-pyrrole, C1=CC=CC2=NC=C3C=CC=CC3=C12 (phenanthridine), O1C(=CC=C1)C(=O)Cl (2-furoyl chloride), N1C=CC=C1 (pyrrole). The product is O1C(=CC=C1)C(=O)N1C=2C=CC=CC2C2=CC=CC=C2C1C=1NC=CC1 (Furan-2-yl-[6-(1H-pyrrol-2-yl)-6H-phenanthridin-5-yl]-methanone). RXN SMILES: [CH:1]1[C:14]2[C:5](=[N:6][CH:7]=[C:8]3[C:13]=2[CH:12]=[CH:11][CH:10]=[CH:9]3)[CH:4]=[CH:3][CH:2]=1.[O:15]1[CH:19]=[CH:18][CH:17]=[C:16]1[C:20](Cl)=[O:21].[NH:23]1[CH:27]=[CH:26][CH:25]=[CH:24]1>>[O:15]1[CH:19]=[CH:18][CH:17]=[C:16]1[C:20]([N:6]1[CH:7]([C:24]2[NH:23][CH:27]=[CH:26][CH:25]=2)[C:8]2[C:13](=[CH:12][CH:11]=[CH:10][CH:9]=2)[C:14]2[CH:1]=[CH:2][CH:3]=[CH:4][C:5]1=2)=[O:21]. Procedure details: Furan-2-yl-[6-(1H-pyrrol-2-yl)-6H-phenanthridin-5-yl]-methanone was prepared from phenanthridine, 2-furoyl chloride, and pyrrole according to GP 2. Yield, 25%. 1H-NMR (DMSO-d6): δ=5.16 (s, 1H), 5.68 (q, J=2.7 Hz, 1H), 6.52-6.59 (m, 2H), 6.74 (s, 1H), 6.78 (d, J=3.3 Hz, 1H), 6.91 (d, J=7.8 Hz, 1H), 7.11 (td, J=7.7 Hz, J=1.1 Hz, 1H), 7.22 (td, J=7.5 Hz, J=1.2 Hz, 1H), 7.39 (td, J=7.4 Hz, J=0.9 Hz, 1H), 7.44-7.54 (m, 2H), 7.68 (s, 1H), 7.91 (dd, J=7.9 Hz, J=1.1 Hz, 1H), 8.00 (d, J=7.6 Hz, 1H), 10.6... The reactants are CN(C(=O)C1CN(CCC1)C=1N=C2N(C(C1/C=C/C(=O)OC(C)(C)C)=O)C=CC(=C2)\C=C\C=2SC=C(N2)C(C)C)C (tert-butyl (E)-3-(2-{3-[(dimethylamino)carbonyl]piperidino}-8-[(E)-2-(4-isopropyl-1,3-thiazol-2-yl)-1-ethenyl]-4-oxo-4H-pyrido[1,2-a]pyrimidin-3-yl)-2-propenoate), CN(C(=O)C1CN(CCC1)C=1N=C2N(C(C1/C=C/C(=O)OC(C)(C)C)=O)C=CC(=C2)\C=C\C=2SC=C(N2)C(C)C)C (tert-Butyl (E)-3-(2-{3-[(dimethylamino)carbonyl]piperidino}-8-[(E)-2-(4-isopropyl-1,3-thiazol-2-yl)-1-ethenyl]-4-oxo-4H-pyrido[1,2-a]pyrimidin-3-yl)-2-propenoate), FC(C(=O)O)(F)F (trifluoroacetic acid). Run at time 2 hour. The product is CN(C(=O)C1CN(CCC1)C=1N=C2N(C(C1/C=C/C(=O)O)=O)C=CC(=C2)\C=C\C=2SC=C(N2)C(C)C)C ((E)-3-(2-{3-[(Dimethylamino)carbonyl]piperidino}-8-[(E)-2-(4-isopropyl-1,3-thiazol-2-yl)-1-ethenyl]-4-oxo-4H-pyrido[1,2-a]pyrimidin-3-yl)-2-propenoic acid). Isolated yield 60.8%. Reaction SMILES: [CH3:1][N:2]([CH3:41])[C:3]([CH:5]1[CH2:10][CH2:9][CH2:8][N:7]([C:11]2[N:12]=[C:13]3[CH:30]=[C:29](/[CH:31]=[CH:32]/[C:33]4[S:34][CH:35]=[C:36]([CH:38]([CH3:40])[CH3:39])[N:37]=4)[CH:28]=[CH:27][N:14]3[C:15](=[O:26])[C:16]=2/[CH:17]=[CH:18]/[C:19]([O:21]C(C)(C)C)=[O:20])[CH2:6]1)=[O:4].FC(F)(F)C(O)=O>>[CH3:41][N:2]([CH3:1])[C:3]([CH:5]1[CH2:10][CH2:9][CH2:8][N:7]([C:11]2[N:12]=[C:13]3[CH:30]=[C:29](/[CH:31]=[CH:32]/[C:33]4[S:34][CH:35]=[C:36]([CH:38]([CH3:39])[CH3:40])[N:37]=4)[CH:28]=[CH:27][N:14]3[C:15](=[O:26])[C:16]=2/[CH:17]=[CH:18]/[C:19]([OH:21])=[O:20])[CH2:6]1)=[O:4]. Procedure details: The tert-butyl (E)-3-(2-{3-[(dimethylamino)carbonyl]piperidino}-8-[(E)-2-(4-isopropyl-1,3-thiazol-2-yl)-1-ethenyl]-4-oxo-4H-pyrido[1,2-a]pyrimidin-3-yl)-2-propenoate (71.0 mg, 0.123 mmol) obtained in (B) was added with trifluoroacetic acid (3.0 ml) and stirred at room temperature for 2 hours. The trifluoroacetic acid in the reaction mixture was evaporated under reduced pressure, and the residue was neutralized with 0.1 N sodium hydroxide and phosphate buffer (pH 7-8) and extracted with chlorofor... Reactants: CC(C)(C)O, N#CC(NC(=O)OCc1ccccc1)C(=O)O, Cc1ccccc1, O=C(OC(=O)C(F)(F)F)C(F)(F)F, [Na+], [OH-]. Product: CC(C)(C)OC(=O)C(C#N)NC(=O)OCc1ccccc1. As a reaction SMILES: [C:18]([CH3:19])([CH3:20])([CH3:21])[OH:22].[CH2:1]([c:2]1[cH:3][cH:4][cH:5][cH:6][cH:7]1)[O:8][C:9](=[O:10])[NH:11][CH:12]([C:13](=[O:14])[OH:15])[C:16]#[N:17].[CH3:38][c:39]1[cH:40][cH:41][cH:42][cH:43][cH:44]1.[F:23][C:24]([F:25])([F:26])[C:27]([O:28][C:29](=[O:30])[C:31]([F:32])([F:33])[F:34])=[O:35].[Na+:37].[OH-:36]>>[CH2:1]([c:2]1[cH:3][cH:4][cH:5][cH:6][cH:7]1)[O:8][C:9](=[O:10])[NH:11][CH:12]([C:13](=[O:14])[O:15][C:18]([CH3:19])([CH3:20])[CH3:21])[C:16]#[N:17]. Reactants: Cl.C(C)OC(C1=CC=C(C=C1)OCCCN1CCC(CC1)C(O)(C1=CC=C(C=C1)F)C1=CC=C(C=C1)F)=O (4-[3-[4-[Bis(4-fluorophenyl)hydroxymethyl]-1-piperidinyl]propoxy]benzoic acid ethyl ester hydrochloride), FC1=CC=C(C=C1)C(O)(C1CCNCC1)C1=CC=C(C=C1)F (α,α-bis(p-fluorophenyl)-4-piperidinemethanol), BrCCCCOC1=C(C=C(C=C1)C(C)=O)OC (1-[4-(4-bromobutoxy)-3-methoxyphenyl]ethanone), C([O-])([O-])=O.[Na+].[Na+] (sodium carbonate), [I-].[K+] (potassium iodide). Solvent: CN(C=O)C (dimethylformamide). The product is FC1=CC=C(C=C1)C(C1CCN(CC1)CCCCOC1=C(C=C(C=C1)C(C)=O)OC)(O)C1=CC=C(C=C1)F (1-[4-[4-[4-[Bis(4-fluorophenyl)hydroxymethyl]-1-piperidinyl]butoxy]-3-methoxyphenyl]ethanone). RXN SMILES: Cl.C(OC(=O)C1C=CC(OC[CH2:14][CH2:15][N:16]2[CH2:21][CH2:20][CH:19]([C:22]([C:31]3[CH:36]=[CH:35][C:34]([F:37])=[CH:33][CH:32]=3)([C:24]3[CH:29]=[CH:28][C:27]([F:30])=[CH:26][CH:25]=3)[OH:23])[CH2:18][CH2:17]2)=CC=1)C.FC1C=CC(C(C2C=CC(F)=CC=2)(C2CCNCC2)O)=CC=1.BrCC[CH2:64][CH2:65][O:66][C:67]1[CH:72]=[CH:71][C:70]([C:73](=[O:75])[CH3:74])=[CH:69][C:68]=1[O:76][CH3:77].C(=O)([O-])[O-].[Na+].[Na+].[I-].[K+]>CN(C)C=O>[F:37][C:34]1[CH:35]=[CH:36][C:31]([C:22]([C:24]2[CH:29]=[CH:28][C:27]([F:30])=[CH:26][CH:25]=2)([OH:23])[CH:19]2[CH2:20][CH2:21][N:16]([CH2:15][CH2:14][CH2:64][CH2:65][O:66][C:67]3[CH:72]=[CH:71][C:70]([C:73](=[O:75])[CH3:74])=[CH:69][C:68]=3[O:76][CH3:77])[CH2:17][CH2:18]2)=[CH:32][CH:33]=1 |f:0.1,4.5.6,7.8|. Procedure: This compound was prepared according to the procedure used to synthesize the compound of Example 35. A mixture of 3.0 g (0.01 mole) of α,α-bis(p-fluorophenyl)-4-piperidinemethanol, 3.0 g (0.01 mole) of 1-[4-(4-bromobutoxy)-3-methoxyphenyl]ethanone, 5.3 g (0.05 mole of anhydrous sodium carbonate and 0.3 g of potassium iodide in 100 ml of dimethylformamide gave, after purification by column chromatography on Florasil® (acetone-benzene). 0.8 g (15%) of off-white powder, m.p. 104°-105° C. after recr... Starting materials: ClC1=C(C=CC(=C1)Cl)C#CC(=O)O ((2,4-dichlorophenyl)propynoic acid), S(=O)(Cl)Cl (thionyl chloride). Run in C1(=CC=CC=C1)C (toluene). Run at temperature 70 celsius, time 3 hour. Yields the product ClC1=C(C=CC(=C1)Cl)C#CC(=O)Cl ((2,4-dichlorophenyl)propynoic acid chloride). As a reaction SMILES: [Cl:1][C:2]1[CH:7]=[C:6]([Cl:8])[CH:5]=[CH:4][C:3]=1[C:9]#[C:10][C:11]([OH:13])=O.S(Cl)([Cl:16])=O>C1(C)C=CC=CC=1>[Cl:1][C:2]1[CH:7]=[C:6]([Cl:8])[CH:5]=[CH:4][C:3]=1[C:9]#[C:10][C:11]([Cl:16])=[O:13]. Procedure: A reaction mixture of 0.34 g (1.58 mmol) of (2,4-dichlorophenyl)propynoic acid and 0.14 mL (1.9 mmol) of thionyl chloride in 15 mL of absolute toluene is stirred for 3 hours at 70° C. and then evaporated down. The residue is taken up in absolute toluene and the solution is evaporated to dryness. This procedure is then repeated once more and the residue is further reacted in its crude state. Starting materials: C(C1=CC=CC=C1)(=O)OC1CC(NC(C1)(C)C)(C)C (4-benzoyloxy-2,2,6,6-tetramethylpiperidine), O1C(COCC(OCC2CO2)COCC2CO2)C1 (glycerol tris(2,3-epoxypropyl)ether). Product: C(C1=CC=CC=C1)(=O)OC1CC(N(C(C1)(C)C)CC(COCC(COCC(CN1C(CC(CC1(C)C)OC(C1=CC=CC=C1)=O)(C)C)O)OCC(CN1C(CC(CC1(C)C)OC(C1=CC=CC=C1)=O)(C)C)O)O)(C)C (1,2,3-Tris[3-(4-benzoyloxy-2,2,6,6-tetramethylpiperidino)-2-hydroxypropoxy]propane). RXN SMILES: [C:1]([O:9][CH:10]1[CH2:15][C:14]([CH3:17])([CH3:16])[NH:13][C:12]([CH3:19])([CH3:18])[CH2:11]1)(=[O:8])[C:2]1[CH:7]=[CH:6][CH:5]=[CH:4][CH:3]=1.[O:20]1[CH2:37][CH:21]1[CH2:22][O:23][CH2:24][CH:25]([CH2:31][O:32][CH2:33][CH:34]1[O:36][CH2:35]1)[O:26][CH2:27][CH:28]1[O:30][CH2:29]1>>[C:1]([O:9][CH:10]1[CH2:15][C:14]([CH3:17])([CH3:16])[N:13]([CH2:35][CH:34]([OH:36])[CH2:33][O:32][CH2:31][CH:25]([O:26][CH2:27][CH:28]([OH:30])[CH2:29][N:13]2[C:14]([CH3:17])([CH3:16])[CH2:15][CH:10]([O:9][C:1](=[O:8])[C:2]3[CH:7]=[CH:6][CH:5]=[CH:4][CH:3]=3)[CH2:11][C:12]2([CH3:19])[CH3:18])[CH2:24][O:23][CH2:22][CH:21]([OH:20])[CH2:37][N:13]2[C:12]([CH3:19])([CH3:18])[CH2:11][CH:10]([O:9][C:1](=[O:8])[C:2]3[CH:3]=[CH:4][CH:5]=[CH:6][CH:7]=3)[CH2:15][C:14]2([CH3:17])[CH3:16])[C:12]([CH3:19])([CH3:18])[CH2:11]1)(=[O:8])[C:2]1[CH:7]=[CH:6][CH:5]=[CH:4][CH:3]=1. Procedure: A mixture of 10.1 g of 4-benzoyloxy-2,2,6,6-tetramethylpiperidine and 2.6 g of glycerol tris(2,3-epoxypropyl)ether was reacted following the procedure described in Example 5 to give the desired Compound No. 115 in the form of a white vitreous solid having an Rf value of 0.87 on thin-layer chromatography on silica gel developed with a 4:1 by volume mixture of ethyl acetate and triethylamine.